From a dataset of the Open Reaction Database (ORD), a public repository of structured organic reaction records. describe an organic reaction: reactants, conditions, products, and yield Starting materials: O1C(=NCC1)C1=C(OC(CCC(=O)OCC)C2=C(C=CC=C2)C)C=C(C=C1)OCC1=CSC=C1 (ethyl (RS)-4-[2-(4,5-dihydrooxazol-2-yl)-5-(3-thienylmethoxy)phenoxy]-4-(2-methylphenyl)butanoate), C([O-])([O-])=O.[K+].[K+] (potassium carbonate). The solvent is CO (methanol). Run at time 16 hour. The product is O.CC1=C(C=CC=C1)CCCC(=O)O (4-(2-methylphenyl)butanoic acid hydrate). Isolated yield 78.2%. RXN SMILES: [O:1]1CCN=C1C1C=CC(OCC2C=CSC=2)=CC=1O[CH:9]([C:17]1[CH:22]=[CH:21][CH:20]=[CH:19][C:18]=1[CH3:23])[CH2:10][CH2:11][C:12]([O:14]CC)=[O:13].C(=O)([O-])[O-].[K+].[K+]>CO>[OH2:1].[CH3:23][C:18]1[CH:19]=[CH:20][CH:21]=[CH:22][C:17]=1[CH2:9][CH2:10][CH2:11][C:12]([OH:14])=[O:13] |f:1.2.3,5.6|. Procedure details: A solution of ethyl (RS)-4-[2-(4,5-dihydrooxazol-2-yl)-5-(3-thienylmethoxy)phenoxy]-4-(2-methylphenyl)butanoate (500 mg) in methanol (50 mL) containing 10% w/v potassium carbonate (5 mL) is stirred at ambient temperature for 16 hours. The reaction mixture is concentrated under reduced pressure and partitioned between water (100 mL) and ethyl acetate (100 mL) then acidified to pH 5 with 1 N HCl. The organic phase is washed three times with water (50 mL), dried over magnesium sulphate, filtered an... Reactants: acid, N(=O)[O-].[Na+] (sodium nitrite), OCC1=CN=C(N1CC#C)S (5-hydroxymethyl-2-mercapto-1-(2-propyn-1-yl)imidazole), C([O-])([O-])=O.[K+].[K+] (potassium carbonate). Run in O (water). Conditions: time 1 hour. Yields the product OCC1=CN=CN1CC#C (5-hydroxymethyl-1-(2-propyn-1-yl)imidazole). Yield: 41.8%. Reaction SMILES: N([O-])=O.[Na+].[OH:5][CH2:6][C:7]1[N:11]([CH2:12][C:13]#[CH:14])[C:10](S)=[N:9][CH:8]=1.C(=O)([O-])[O-].[K+].[K+]>O>[OH:5][CH2:6][C:7]1[N:11]([CH2:12][C:13]#[CH:14])[CH:10]=[N:9][CH:8]=1 |f:0.1,3.4.5|. Reported procedure: To 5.0M nitric: acid (134 ml) was added sodium nitrite (411 mg), and 5-hydroxymethyl-2-mercapto-1-(2-propyn-1-yl)imidazole (25.0 g) was added by portions to the mixture. After the mixture was allowed to be at room temperature and stirred for 1 hour, water (60 ml) was added to the mixture. The mixture was neutralized with potassium carbonate at 0° C. and the solvent was distilled off under reduced pressure. Ethanol was added to the mixture, the insolubles were filtered off, and the solvent was di... The reactants are O=C([O-])[O-], CS(=O)(=O)OCCc1cc2cc(-c3cccc(C#N)c3)ccc2o1, CC1CCCN1, CC#N, ClCCl, [Cs+], [Cs+]. Product: CC1CCCN1CCc1cc2cc(-c3cccc(C#N)c3)ccc2o1. RXN SMILES: [C:31](=[O:32])([O-:33])[O-:34].[CH3:1][S:2]([O:3][CH2:6][CH2:7][c:8]1[o:9][c:10]2[c:11]([cH:12]1)[cH:13][c:14](-[c:17]1[cH:18][c:19]([C:23]#[N:24])[cH:20][cH:21][cH:22]1)[cH:15][cH:16]2)(=[O:4])=[O:5].[CH3:25][CH:26]1[NH:27][CH2:28][CH2:29][CH2:30]1.[CH3:37][C:38]#[N:39].[Cl:40][CH2:41][Cl:42].[Cs+:35].[Cs+:36]>>[CH2:6]([CH2:7][c:8]1[o:9][c:10]2[c:11]([cH:12]1)[cH:13][c:14](-[c:17]1[cH:18][c:19]([C:23]#[N:24])[cH:20][cH:21][cH:22]1)[cH:15][cH:16]2)[N:27]1[CH:26]([CH3:25])[CH2:30][CH2:29][CH2:28]1.